From a dataset of the Open Reaction Database (ORD), a public repository of structured organic reaction records. describe an organic reaction: reactants, conditions, products, and yield Conditions: temperature 0 celsius, time 40 minute. The reactants are C1(=CC=CC=C1)NN (phenylhydrazine), CI (methyl iodide), C1(=CC=CC=C1)[C@](C(=O)OC)(C)N=C=S (methyl (+)-(2S)-2-phenyl-2-(isothiocyanato)propionate), CC(C)([O-])C.[K+] (potassium tert-butoxide). Isolated yield 114.6%. Reaction SMILES: [C:1]1([C@@:7]([N:13]=[C:14]=[S:15])([CH3:12])[C:8]([O:10]C)=O)[CH:6]=[CH:5][CH:4]=[CH:3][CH:2]=1.[C:16]1([NH:22][NH2:23])[CH:21]=[CH:20][CH:19]=[CH:18][CH:17]=1.[CH3:24]C(C)([O-])C.[K+].CI>O1CCCC1.O>[CH3:12][C@:7]1([C:1]2[CH:2]=[CH:3][CH:4]=[CH:5][CH:6]=2)[C:8](=[O:10])[N:23]([NH:22][C:16]2[CH:21]=[CH:20][CH:19]=[CH:18][CH:17]=2)[C:14]([S:15][CH3:24])=[N:13]1 |f:2.3|. Product: C[C@]1(N=C(N(C1=O)NC1=CC=CC=C1)SC)C1=CC=CC=C1 ((+)-(4S)-4-methyl-2-methylthio-4-phenyl-1-phenylamino-2-imidazolin-5-one). Run in O1CCCC1 (tetrahydrofuran), O (water), O1CCCC1 (tetrahydrofuran), O1CCCC1 (tetrahydrofuran). Procedure details: 682 g (3.08 mol) of methyl (+)-(2S)-2-phenyl-2-(isothiocyanato)propionate, dissolved in 4 liters of anhydrous tetrahydrofuran, are introduced into a 20 liter reactor through which passes a stream of argon. Cooling is carried out to 15° C. 343 g (3.08 mol) of phenylhydrazine, dissolved in 2 liters of tetrahydrofuran, are run in over 30 minutes, the temperature being maintained between 15° C. and 18° C. The mixture is kept stirring for 40 minutes and then cooled to 0° C. A solution of 346 g (3.08 ... The reactants are C(=O)([O-])[O-].[Cs+].[Cs+] (Cs2CO3), C(C1=CC=CC=C1)N (benzylamine), COC1=CC=C(CC2N(S(OC2)(=O)=O)C(C(=O)OC(C)(C)C)C(C)C)C=C1 (t-Butyl 2-(4-(4-methoxybenzyl)-2,2-dioxo-(1,2,3) oxathiazolidin-3-yl)-3-methylbutyrate). The solvent is C(C)#N (acetonitrile). Conditions: temperature 55 celsius, time 4 hour. Yields the product C(C1=CC=CC=C1)NCC(CC1=CC=C(C=C1)OC)NC(C(=O)OC(C)(C)C)C(C)C (t-Butyl 2-(2-benzylamino-1-(4-methoxybenzyl)ethylamino)-3-methylbutyrate). Isolated yield 100.0%. As a reaction SMILES: [CH3:1][O:2][C:3]1[CH:27]=[CH:26][C:6]([CH2:7][CH:8]2[CH2:12]OS(=O)(=O)[N:9]2[CH:15]([CH:23]([CH3:25])[CH3:24])[C:16]([O:18][C:19]([CH3:22])([CH3:21])[CH3:20])=[O:17])=[CH:5][CH:4]=1.C([O-])([O-])=O.[Cs+].[Cs+].[CH2:34]([NH2:41])[C:35]1[CH:40]=[CH:39][CH:38]=[CH:37][CH:36]=1>C(#N)C>[CH2:34]([NH:41][CH2:12][CH:8]([NH:9][CH:15]([CH:23]([CH3:25])[CH3:24])[C:16]([O:18][C:19]([CH3:22])([CH3:21])[CH3:20])=[O:17])[CH2:7][C:6]1[CH:26]=[CH:27][C:3]([O:2][CH3:1])=[CH:4][CH:5]=1)[C:35]1[CH:40]=[CH:39][CH:38]=[CH:37][CH:36]=1 |f:1.2.3|. Reported procedure: t-Butyl 2-(4-(4-methoxybenzyl)-2,2-dioxo-(1,2,3) oxathiazolidin-3-yl)-3-methylbutyrate (1.0 g; 2.5 mmol) was dissolved in acetonitrile (15 ml). Cs2CO3 (1.63 g; 5 mmol) and benzylamine (0.5 ml; 4.5 mmol) were added, The reaction mixture was stirred at 55° C. for 4 h. It was then allowed to reach RT, and the reaction mixture was filtered through a clarifying layer. The residue was washed with acetonitrile. The filtrate was concentrated and taken up in CH2Cl2 (10 ml). Aqueous H2SO4 (20%; 5 ml) was ... Starting materials: BrC1=C(C=CC=C1)C1=CC=C(C=C1)C(C(=O)OCC)O (ethyl 2'-bromo-4-biphenylylglycolate), FC(F)(F)I (trifluoromethyl iodide). Reagents/catalysts: [Cu] (copper). Solvent: CN(C=O)C (dimethylformamide). Conditions: temperature 140 celsius, time 5 hour. Yields the product FC(C1=C(C=CC=C1)C1=CC=C(C=C1)C(C(=O)OCC)O)(F)F (ethyl 2'-trifluoromethyl-4-biphenylylglycolate). As a reaction SMILES: Br[C:2]1[CH:7]=[CH:6][CH:5]=[CH:4][C:3]=1[C:8]1[CH:13]=[CH:12][C:11]([CH:14]([OH:20])[C:15]([O:17][CH2:18][CH3:19])=[O:16])=[CH:10][CH:9]=1.[F:21][C:22](I)([F:24])[F:23]>[Cu].CN(C)C=O>[F:21][C:22]([F:24])([F:23])[C:2]1[CH:7]=[CH:6][CH:5]=[CH:4][C:3]=1[C:8]1[CH:13]=[CH:12][C:11]([CH:14]([OH:20])[C:15]([O:17][CH2:18][CH3:19])=[O:16])=[CH:10][CH:9]=1. Procedure: To a solution of 0.01 moles of ethyl 2'-bromo-4-biphenylylglycolate in 50 ml. of dimethylformamide is added 0.15 moles of trifluoromethyl iodide and 0.02 g. of copper powder. The reaction is shaken in a sealed tube for 5 hours at 140°C, cooled and then filtered and evaporated in vacuo. 200 ml. of water is added to the residue and extracted with ether. The ether extract is dried, evaporated to dryness and distilled to obtain ethyl 2'-trifluoromethyl-4-biphenylylglycolate. Starting materials: FC1=C(C#N)C=CC(=C1)C (2-fluoro-4-methylbenzonitrile), N1CCCCC1 (piperidine). Run at temperature 80 celsius. The product is CC1=CC(=C(C#N)C=C1)N1CCCCC1 (4-(methyl)-2-(piperidin-1-yl)benzonitrile). The yield is 65.0%. As a reaction SMILES: F[C:2]1[CH:9]=[C:8]([CH3:10])[CH:7]=[CH:6][C:3]=1[C:4]#[N:5].[NH:11]1[CH2:16][CH2:15][CH2:14][CH2:13][CH2:12]1>>[CH3:10][C:8]1[CH:7]=[CH:6][C:3]([C:4]#[N:5])=[C:2]([N:11]2[CH2:16][CH2:15][CH2:14][CH2:13][CH2:12]2)[CH:9]=1. Reported procedure: To commercially available 2-fluoro-4-methylbenzonitrile 15b (2.5 g, 18.5 mmol) was added piperidine (4 equiv., 7.3 ml) and the solution was heated at 80° C. overnight. The reaction was evaporated and the residue was dissolved in AcOEt and washed with water and brine. The organic phase was evaporated obtaining 2.3 g of a white solid. Yield=65% 1HNMR (DMSO, 200 MHz) δ 1.62 (6H, m), 2.32 (3H, s), 3.07 (4H, m), 6.87 (1H, dd, J=7.8 Hz, J′=0.8 Hz), 6.95 (1H, s), 7.53 (1H, d, J=7.8 Hz) Reactants: CSC(=NS(=O)(=O)c1ccc(Cl)cc1)N1CC(c2ccccc2)C(c2ccc(Cl)cc2)=N1, CNC, CO, ClCCl. Product: CN(C)C(=NS(=O)(=O)c1ccc(Cl)cc1)N1CC(c2ccccc2)C(c2ccc(Cl)cc2)=N1. Reaction SMILES: [CH3:1][S:2][C:3](=[N:4][S:5](=[O:6])(=[O:7])[c:8]1[cH:9][cH:10][c:11]([Cl:14])[cH:12][cH:13]1)[N:15]1[N:16]=[C:17]([c:26]2[cH:27][cH:28][c:29]([Cl:32])[cH:30][cH:31]2)[CH:18]([c:20]2[cH:21][cH:22][cH:23][cH:24][cH:25]2)[CH2:19]1.[CH3:33][NH:34][CH3:35].[CH3:39][OH:40].[Cl:36][CH2:37][Cl:38]>>[C:3](=[N:4][S:5](=[O:6])(=[O:7])[c:8]1[cH:9][cH:10][c:11]([Cl:14])[cH:12][cH:13]1)([N:15]1[N:16]=[C:17]([c:26]2[cH:27][cH:28][c:29]([Cl:32])[cH:30][cH:31]2)[CH:18]([c:20]2[cH:21][cH:22][cH:23][cH:24][cH:25]2)[CH2:19]1)[N:34]([CH3:33])[CH3:35]. Reactants: O=C[C@@H](O)[C@H](O)[C@H](O)[C@@H](O)C (L-fucose), O=C[C@@H](O)[C@H](O)[C@H](O)CO (D-arabinose). Yields the product OCC(=O)[C@H](O)[C@H](O)[C@@H](O)C (6-deoxy L-tagatose). RXN SMILES: [O:1]=[CH:2][C@H:3]([C@@H:5]([C@@H:7]([C@H:9]([CH3:11])[OH:10])[OH:8])[OH:6])[OH:4].O=C[C@H]([C@@H]([C@@H](CO)O)O)O>>[OH:1][CH2:2][C:3]([C@@H:5]([C@@H:7]([C@H:9]([CH3:11])[OH:10])[OH:8])[OH:6])=[O:4]. Reported procedure: Under the following reaction conditions, L-fucose (6-deoxy L-galactose) was isomerized with D-arabinose isomerase, to produce 6-deoxy L-tagatose.